Dataset: the Open Reaction Database (ORD), a public repository of structured organic reaction records. Task: describe an organic reaction: reactants, conditions, products, and yield Starting materials: CO, O=c1ccn2cc(C#Cc3ccc(F)cc3F)ccc2c1-c1c(F)cccc1F. The product is O=c1ccn2cc(CCc3ccc(F)cc3F)ccc2c1-c1c(F)cccc1F. Reaction SMILES: [CH3:30][OH:31].[F:1][c:2]1[c:3](-[c:9]2[c:10](=[O:29])[cH:11][cH:12][n:13]3[cH:14][c:15]([C:19]#[C:20][c:21]4[c:22]([F:28])[cH:23][c:24]([F:27])[cH:25][cH:26]4)[cH:16][cH:17][c:18]23)[c:4]([F:8])[cH:5][cH:6][cH:7]1>>[F:1][c:2]1[c:3](-[c:9]2[c:10](=[O:29])[cH:11][cH:12][n:13]3[cH:14][c:15]([CH2:19][CH2:20][c:21]4[c:22]([F:28])[cH:23][c:24]([F:27])[cH:25][cH:26]4)[cH:16][cH:17][c:18]23)[c:4]([F:8])[cH:5][cH:6][cH:7]1. Reactants: CN(/C=C/C(=O)C1=NN(C=CC1=O)C1=CC(=CC=C1)S(=O)(=O)C)C (3-((E)-3-Dimethylamino-acryloyl)-1-(3-methansulfonyl-phenyl)-1H-pyridazin-4-one), FC1=C(C=CC(=C1)OC)C=1N=C(SC1)NN ([4-(2-fluoro-4-methoxy-phenyl)-thiazol-2-yl]-hydrazine). Yields the product FC1=C(C=CC(=C1)OC)C=1N=C(SC1)N1N=CC=C1C1=NN(C=CC1=O)C1=CC(=CC=C1)S(=O)(=O)C (3-{2-[4-(2-Fluoro-4-methoxy-phenyl)-thiazol-2-yl]-2H-pyrazol-3-yl}-1-(3-methanesulfonyl-phenyl)-1H-pyridazin-4-one). Isolated yield 41.0%. RXN SMILES: C[N:2](C)/[CH:3]=[CH:4]/[C:5]([C:7]1[C:12](=[O:13])[CH:11]=[CH:10][N:9]([C:14]2[CH:19]=[CH:18][CH:17]=[C:16]([S:20]([CH3:23])(=[O:22])=[O:21])[CH:15]=2)[N:8]=1)=O.[F:25][C:26]1[CH:31]=[C:30]([O:32][CH3:33])[CH:29]=[CH:28][C:27]=1[C:34]1[N:35]=[C:36]([NH:39]N)[S:37][CH:38]=1>>[F:25][C:26]1[CH:31]=[C:30]([O:32][CH3:33])[CH:29]=[CH:28][C:27]=1[C:34]1[N:35]=[C:36]([N:39]2[C:5]([C:7]3[C:12](=[O:13])[CH:11]=[CH:10][N:9]([C:14]4[CH:19]=[CH:18][CH:17]=[C:16]([S:20]([CH3:23])(=[O:22])=[O:21])[CH:15]=4)[N:8]=3)=[CH:4][CH:3]=[N:2]2)[S:37][CH:38]=1. Procedure: The product was obtained starting from 3-((E)-3-Dimethylamino-acryloyl)-1-(3-methansulfonyl-phenyl)-1H-pyridazin-4-one (A-7) and [4-(2-fluoro-4-methoxy-phenyl)-thiazol-2-yl]-hydrazine according to the method described for Example 91 in 41% yield. Reactants: ClC1=CC2=C([C@@H](CN(CC2)C)C2=C(CCC2)C)C=C1O ((S)-7-chloro-8-hydroxy-3-methyl-(2-methyl-1-cyclopentenyl)-2,3,4,5-tetrahydro-1H-3-benzazepine), Cl (hydrochloride). Yields the product ClC1=CC2=C([C@@H](CN(CC2)C)C(=C(C)C)C)C=C1O ((S)-7-chloro-8-hydroxy-3-methyl-1-(1,2-dimethyl-1-propenyl)2,3,4,5-tetrahydro-1H-3-benzazepine). As a reaction SMILES: [Cl:1][C:2]1[C:19]([OH:20])=[CH:18][C:5]2[C@H:6]([C:12]3[CH2:16]C[CH2:14][C:13]=3[CH3:17])[CH2:7][N:8]([CH3:11])[CH2:9][CH2:10][C:4]=2[CH:3]=1.Cl>>[Cl:1][C:2]1[C:19]([OH:20])=[CH:18][C:5]2[C@H:6]([C:12]([CH3:16])=[C:13]([CH3:17])[CH3:14])[CH2:7][N:8]([CH3:11])[CH2:9][CH2:10][C:4]=2[CH:3]=1. Procedure details: (S)-7-chloro-8-hydroxy-3-methyl-(2-methyl-1-cyclopentenyl)-2,3,4,5-tetrahydro-1H-3-benzazepine, m.p. of hydrochloride 248-249° C. (dec.). Reaction SMILES: [C:1]([CH3:2])(=[O:3])[c:4]1[c:5]([CH3:10])[n:6][c:7]([NH2:9])[s:8]1.[Cl:11][c:12]1[cH:13][cH:14][c:15]([S:18](=[O:19])(=[O:20])[Cl:21])[cH:16][cH:17]1>>[C:1]([CH3:2])(=[O:3])[c:4]1[c:5]([CH3:10])[n:6][c:7]([NH:9][S:18]([c:15]2[cH:14][cH:13][c:12]([Cl:11])[cH:17][cH:16]2)(=[O:19])=[O:20])[s:8]1. The reactants are CC(=O)c1sc(N)nc1C, O=S(=O)(Cl)c1ccc(Cl)cc1. Yields the product CC(=O)c1sc(NS(=O)(=O)c2ccc(Cl)cc2)nc1C. Starting materials: C(C)I (ethyl iodide), NCCC[C@]1(SC(=NN1C([C@H](C)OC)=O)C1=CC(=CC=C1)F)C1=CC=CC=C1 ((S)-1-((S)-2-(3-aminopropyl)-5-(3-fluorophenyl)-2-phenyl-1,3,4-thiadiazol-3 (2H)-yl)-2-methoxypropan-1-one). Yields the product NCCC[C@]1(SC(=NN1C([C@H](C)OCC)=O)C1=CC(=CC=C1)F)C1=CC=CC=C1 ((S)-1-((S)-2-(3-aminopropyl)-5-(3-fluorophenyl)-2-phenyl-1,3,4-thiadiazol-3(2H)-yl)-2-ethoxypropan-1-one). Reaction SMILES: [CH2:1](I)C.[NH2:4][CH2:5][CH2:6][CH2:7][C@:8]1([C:26]2[CH:31]=[CH:30][CH:29]=[CH:28][CH:27]=2)[N:12]([C:13](=[O:18])[C@@H:14]([O:16][CH3:17])[CH3:15])[N:11]=[C:10]([C:19]2[CH:24]=[CH:23][CH:22]=[C:21]([F:25])[CH:20]=2)[S:9]1>>[NH2:4][CH2:5][CH2:6][CH2:7][C@:8]1([C:26]2[CH:31]=[CH:30][CH:29]=[CH:28][CH:27]=2)[N:12]([C:13](=[O:18])[C@@H:14]([O:16][CH2:17][CH3:1])[CH3:15])[N:11]=[C:10]([C:19]2[CH:24]=[CH:23][CH:22]=[C:21]([F:25])[CH:20]=2)[S:9]1. Reported procedure: Prepared as described in Example 64 using ethyl iodide in place of methyl iodide. MS (+) m/z 416 (M+1) detected; 1H NMR (400 MHz, 10:1 CDCl3:CD3OD) δ 7.39 (m, 7H), 7.30 (m 1H), 7.20 (m, 1H), 4.85 (br q, 1H, J=6.3 Hz), 3.68-3.53 (m, 2H), 3.27 (m, 1H), 3.11 (m, 2H), 2.58 (m, 1H), 2.21 (m, 1H), 1.72 (m, 1H), 1.47 (d, 3H, J=6.3 Hz), 1.24 (m, 3H). Stereochemistry was assigned by inference from (S)-1-((S)-2-(3-aminopropyl)-5-(3-fluorophenyl)-2-phenyl-1,3,4-thiadiazol-3 (2H)-yl)-2-methoxypropan-1-one. The reactants are FC1=CC=C(C=C1)CC1=CN=C2C(=C(C(N(C2=C1)CCN1C(CCCC1)=O)=O)C(=O)OCC)O (ethyl 7-[(4-fluorophenyl)methyl]-4-hydroxy-2-oxo-1-[2-(2-oxo-1-piperidinyl)ethyl]-1,2-dihydro-1,5-naphthyridine-3-carboxylate), NC(CCO)C1CC1 (3-amino-3-cyclopropyl-1-propanol). Yields the product C1(CC1)C(CCO)NC(=O)C=1C(N(C2=CC(=CN=C2C1O)CC1=CC=C(C=C1)F)CCN1C(CCCC1)=O)=O (N-(1-cyclopropyl-3-hydroxypropyl)-7-[(4-fluorophenyl)methyl]-4-hydroxy-2-oxo-1-[2-(2-oxo-1-piperidinyl)ethyl]-1,2-dihydro-1,5-naphthyridine-3-carboxamide). Reaction SMILES: [F:1][C:2]1[CH:7]=[CH:6][C:5]([CH2:8][C:9]2[CH:18]=[C:17]3[C:12]([C:13]([OH:34])=[C:14]([C:29](OCC)=[O:30])[C:15](=[O:28])[N:16]3[CH2:19][CH2:20][N:21]3[CH2:26][CH2:25][CH2:24][CH2:23][C:22]3=[O:27])=[N:11][CH:10]=2)=[CH:4][CH:3]=1.[NH2:35][CH:36]([CH:40]1[CH2:42][CH2:41]1)[CH2:37][CH2:38][OH:39]>>[CH:40]1([CH:36]([NH:35][C:29]([C:14]2[C:15](=[O:28])[N:16]([CH2:19][CH2:20][N:21]3[CH2:26][CH2:25][CH2:24][CH2:23][C:22]3=[O:27])[C:17]3[C:12]([C:13]=2[OH:34])=[N:11][CH:10]=[C:9]([CH2:8][C:5]2[CH:6]=[CH:7][C:2]([F:1])=[CH:3][CH:4]=2)[CH:18]=3)=[O:30])[CH2:37][CH2:38][OH:39])[CH2:42][CH2:41]1. Procedure: This compound was prepared from ethyl 7-[(4-fluorophenyl)methyl]-4-hydroxy-2-oxo-1-[2-(2-oxo-1-piperidinyl)ethyl]-1,2-dihydro-1,5-naphthyridine-3-carboxylate and 3-amino-3-cyclopropyl-1-propanol using methods similar to Example 563 to provide an off-white solid: 1H NMR (300 MHz, DMSO-d6) δ ppm 0.24-0.34 (m, 2 H), 0.38-0.46 (m, 1 H), 0.52 (t, J=8.74 Hz, 1 H), 1.00-1.11 (m, 1 H), 1.54-1.67 (m, 4 H), 1.75-1.88 (m, 2 H), 2.04 (s, 2 H), 3.28 (t, J=5.69 Hz, 3 H), 3.46-3.60 (m, 5 H), 4.17 (s, 2 H), 4.4... Reactants: O=C(CC(=O)OCC)C (Ethyl 3-oxobutanoate), [Cl-].[Mg+2].[Cl-] (magnesium chloride), CC(C(=O)Cl)(CC1=CC=CC=C1)C (2,2-dimethyl-3-phenylpropanoyl chloride), N1=CC=CC=C1 (pyridine). The solvent is C(Cl)Cl (methylene chloride). Conditions: temperature 0 celsius, time 30 minute. Yields the product CC(C(CC(=O)OCC)=O)(CC1=CC=CC=C1)C (ethyl 4,4-dimethyl-3-oxo-5-phenylpentanoate). The yield is 18.0%. Reaction SMILES: O=C(C)[CH2:3][C:4]([O:6][CH2:7][CH3:8])=[O:5].[Cl-].[Mg+2].[Cl-].N1C=CC=CC=1.[CH3:19][C:20]([CH3:31])([CH2:24][C:25]1[CH:30]=[CH:29][CH:28]=[CH:27][CH:26]=1)[C:21](Cl)=[O:22]>C(Cl)Cl>[CH3:19][C:20]([CH3:31])([CH2:24][C:25]1[CH:30]=[CH:29][CH:28]=[CH:27][CH:26]=1)[C:21](=[O:22])[CH2:3][C:4]([O:6][CH2:7][CH3:8])=[O:5] |f:1.2.3|. Procedure: Ethyl 3-oxobutanoate (1.09 g, 8.3 mmol) in methylene chloride (16 mL) was mixed with anhydrous magnesium chloride (158 mg, 1.66 mmol), and the reaction solution was cooled to 0° C., mixed with pyridine (1.34 mL, 16.6 mmol), stirred for 30 minutes, then mixed with 2,2-dimethyl-3-phenylpropanoyl chloride (1.64 g, 8.3 mmol) and stirred for another 30 minutes at the same temperature. The reaction solution was warmed to room temperature and stirred for 20 hours. The methylene chloride was distilled o... Reactants: ice, sodium dihydrido-bis-(2-methoxyethoxy) aluminate, C1(CC1)C1OC=2C(C=C1)=C(C=C(C2OC)OC)C(=O)OC (methyl (RS)-2-cyclopropyl-7,8-dimethoxy-2H-1-benzopyran-5-carboxylate), [OH-].[Na+] (NaOH), N1CCOCC1 (morpholine). Run in C1(=CC=CC=C1)C (toluene), C1(=CC=CC=C1)C (toluene), C1(=CC=CC=C1)C (toluene). Reaction conditions: temperature -15 celsius, time 4 hour. The product is C1(CC1)C1OC=2C(C=C1)=C(C=C(C2OC)OC)C=O ((RS)-2-Cyclopropyl-7,8-dimethoxy-2H-1-benzopyran-5-carbaldehyde). As a reaction SMILES: N1CCOCC1.[CH:7]1([CH:10]2[CH:15]=[CH:14][C:13]3=[C:16]([C:24](OC)=[O:25])[CH:17]=[C:18]([O:22][CH3:23])[C:19]([O:20][CH3:21])=[C:12]3[O:11]2)[CH2:9][CH2:8]1.[OH-].[Na+]>C1(C)C=CC=CC=1>[CH:7]1([CH:10]2[CH:15]=[CH:14][C:13]3=[C:16]([CH:24]=[O:25])[CH:17]=[C:18]([O:22][CH3:23])[C:19]([O:20][CH3:21])=[C:12]3[O:11]2)[CH2:8][CH2:9]1 |f:2.3|. Reported procedure: A solution of 48 ml of morpholine in 50 ml of toluene was added dropwise over 1 hr. under argon to an ice-cold solution of 143 ml of sodium dihydrido-bis-(2-methoxyethoxy) aluminate (3.5M in toluene) diluted with 200 ml of toluene. The resulting reduction solution was then added dropwise under argon during 1 hr. to a solution, cooled to -35° C., of 46 g of methyl (RS)-2-cyclopropyl-7,8-dimethoxy-2H-1-benzopyran-5-carboxylate in 200 ml of toluene and the mixture was stirred at -15° C. for a furth... Starting materials: FC1=C(C=CC(=C1)F)CCC(=O)O (3-(2,4-difluorophenyl) propanoic acid), C(C(=O)Cl)(=O)Cl (oxalyl chloride). Reagents/catalysts: CN(C=O)C (dimethylformamide). Conditions: time 18 hour. Yields the product FC1=C(C=CC(=C1)F)CCC(=O)Cl (3-(2,4-difluorophenyl)propionyl chloride). As a reaction SMILES: [F:1][C:2]1[CH:7]=[C:6]([F:8])[CH:5]=[CH:4][C:3]=1[CH2:9][CH2:10][C:11]([OH:13])=O.C(Cl)(=O)C([Cl:17])=O>CN(C)C=O>[F:1][C:2]1[CH:7]=[C:6]([F:8])[CH:5]=[CH:4][C:3]=1[CH2:9][CH2:10][C:11]([Cl:17])=[O:13]. Procedure details: To a mixture of 3-(2,4-difluorophenyl) propanoic acid (28.7 g, 0.15 mol) and dimethylformamide (5 drops) at ambient temperature was added dropwise oxalyl chloride (50 mL, Aldrich). The mixture was stirred at ambient temperature for 18 h. The excess oxalyl chloride was removed by distillation in vacuo to give 3-(2,4-difluorophenyl)propionyl chloride. A solution of the 3-(2,4-difluorophenyl)propionyl chloride in dichloromethane (300 mL) was added dropwise to a mixture of aluminum chloride (23.4 g,... The reactants are CCOC(C)=O, CS(C)=O, COc1cc2nccc(Sc3ccc(N)s3)c2cc1C(N)=O, O, O=C(Nc1nccs1)Oc1ccccc1. Product: COc1cc2nccc(Sc3ccc(NC(=O)Nc4nccs4)s3)c2cc1C(N)=O. RXN SMILES: [CH3:38][CH2:39][O:40][C:41](=[O:42])[CH3:43].[CH3:45][S:46]([CH3:47])=[O:48].[NH2:1][c:2]1[cH:3][cH:4][c:5]([S:7][c:8]2[cH:9][cH:10][n:11][c:12]3[cH:13][c:14]([O:21][CH3:22])[c:15]([C:18](=[O:19])[NH2:20])[cH:16][c:17]23)[s:6]1.[OH2:44].[c:23]1([O:29][C:30](=[O:24])[NH:31][c:32]2[s:33][cH:34][cH:35][n:36]2)[cH:25][cH:26][cH:27][cH:28][cH:37]1>>[NH:1]([c:2]1[cH:3][cH:4][c:5]([S:7][c:8]2[cH:9][cH:10][n:11][c:12]3[cH:13][c:14]([O:21][CH3:22])[c:15]([C:18](=[O:19])[NH2:20])[cH:16][c:17]23)[s:6]1)[C:30](=[O:29])[NH:31][c:32]1[s:33][cH:34][cH:35][n:36]1.